This data is from the Open Reaction Database (ORD), a public repository of structured organic reaction records. The task is: describe an organic reaction: reactants, conditions, products, and yield Reactants: COC(=O)CBr, CN(C)C=O, [H-], [Na+], c1cnc2[nH]ccc2c1. Yields the product COC(=O)Cn1ccc2cccnc21. RXN SMILES: [Br:12][CH2:13][C:14](=[O:15])[O:16][CH3:17].[CH3:18][N:19]([CH3:20])[CH:21]=[O:22].[H-:1].[Na+:2].[nH:3]1[cH:4][cH:5][c:6]2[cH:7][cH:8][cH:9][n:10][c:11]12>>[n:3]1([CH2:13][C:14](=[O:15])[O:16][CH3:17])[cH:4][cH:5][c:6]2[cH:7][cH:8][cH:9][n:10][c:11]12.